From a dataset of the Open Reaction Database (ORD), a public repository of structured organic reaction records. describe an organic reaction: reactants, conditions, products, and yield The reactants are FC=1C(=NC=CN1)C1CN(CC1)C(C)=O (1-(3-(3-fluoropyrazin-2-yl)pyrrolidin-1-yl)ethanone), N1=C(C=CC=C1)NC1=CC=C(C=C1)O (4-(pyridin-2-ylamino)phenol), C([O-])([O-])=O.[Cs+].[Cs+] (cesium carbonate). The solvent is CS(=O)C (DMSO). Reaction conditions: temperature 80 celsius. The product is N1=C(C=CC=C1)NC1=CC=C(OC=2C(=NC=CN2)C2CN(CC2)C(C)=O)C=C1 (1-(3-(3-(4-(pyridin-2-ylamino)phenoxy)pyrazin-2-yl)pyrrolidin-1-yl)ethanone). RXN SMILES: F[C:2]1[C:3]([CH:8]2[CH2:12][CH2:11][N:10]([C:13](=[O:15])[CH3:14])[CH2:9]2)=[N:4][CH:5]=[CH:6][N:7]=1.[N:16]1[CH:21]=[CH:20][CH:19]=[CH:18][C:17]=1[NH:22][C:23]1[CH:28]=[CH:27][C:26]([OH:29])=[CH:25][CH:24]=1.C(=O)([O-])[O-].[Cs+].[Cs+]>CS(C)=O>[N:16]1[CH:21]=[CH:20][CH:19]=[CH:18][C:17]=1[NH:22][C:23]1[CH:28]=[CH:27][C:26]([O:29][C:2]2[C:3]([CH:8]3[CH2:12][CH2:11][N:10]([C:13](=[O:15])[CH3:14])[CH2:9]3)=[N:4][CH:5]=[CH:6][N:7]=2)=[CH:25][CH:24]=1 |f:2.3.4|. Reported procedure: A glass microwave reaction vessel was charged with 1-(3-(3-fluoropyrazin-2-yl)pyrrolidin-1-yl)ethanone (78 mg, 0.37 mmol), 4-(pyridin-2-ylamino)phenol (139 mg, 0.746 mmol), cesium carbonate (243 mg, 0.746 mmol), and DMSO (1.2 mL). The reaction mixture was degassed and flushed with N2 and heated in an oil bath at 80° C. for 20 h. After cooling to RT, the reaction mixture was partitioned between EtOAc and 1 N NH4Cl. The aqueous layer was back extracted with EtOAc (2×) and the combined organic laye... Starting materials: C(C)(C)(C)OC(=O)N1CCN(CCC1)C1=NC2=C(N1CCO)C=CC=C2 (1-(t-butoxycarbonyl)-4-(1-(2-hydroxyethyl)-1H-benzimidazol-2-yl)[1,4]diazepane), [Cl-].[NH4+] (ammonium chloride), [H-].[Na+] (sodium hydride), BrCC#N (bromoacetonitrile). Run in C(C)(=O)OCC (ethyl acetate), O1CCCC1 (tetrahydrofuran), CN(C=O)C (dimethylformamide), O (water). Conditions: time 3 hour. The product is C(C)(C)(C)OC(=O)N1CCN(CCC1)C1=NC2=C(N1CCOCC#N)C=CC=C2 (1-(t-butoxycarbonyl)-4-(1-(2-cyanomethyloxyethyl)-1H-benzimidazol-2-yl)[1,4]diazepane). RXN SMILES: [C:1]([O:5][C:6]([N:8]1[CH2:14][CH2:13][CH2:12][N:11]([C:15]2[N:19]([CH2:20][CH2:21][OH:22])[C:18]3[CH:23]=[CH:24][CH:25]=[CH:26][C:17]=3[N:16]=2)[CH2:10][CH2:9]1)=[O:7])([CH3:4])([CH3:3])[CH3:2].[H-].[Na+].Br[CH2:30][C:31]#[N:32].[Cl-].[NH4+]>C(OCC)(=O)C.O.CN(C)C=O.O1CCCC1>[C:1]([O:5][C:6]([N:8]1[CH2:14][CH2:13][CH2:12][N:11]([C:15]2[N:19]([CH2:20][CH2:21][O:22][CH2:30][C:31]#[N:32])[C:18]3[CH:23]=[CH:24][CH:25]=[CH:26][C:17]=3[N:16]=2)[CH2:10][CH2:9]1)=[O:7])([CH3:4])([CH3:2])[CH3:3] |f:1.2,4.5|. Reported procedure: Combine 1-(t-butoxycarbonyl)-4-(1-(2-hydroxyethyl)-1H-benzimidazol-2-yl)[1,4]diazepane (1.7 g, 4.7 mmol), tetrahydrofuran (70 mL), and dimethylformamide (8 mL). Cool in an ice bath. Add with stirring, sodium hydride (0.28 9, 60% in oil, 7.0 mmol). After 3 hours, warm to ambient temperature. After 30 minutes, again cool in an ice bath and add bromoacetonitrile (1.12 g, 9.36 mmol). Warm to ambient temperature. After 18 hours, again cool in an ice bath and add a saturated aqueous solution of ammoni... Reactants: [Al+3], O=C([O-])O, COC(=O)c1cnc(OC)c(F)c1, [H-], [H-], [H-], [H-], [Li+], [Na+], C1CCOC1. The product is COc1ncc(CO)cc1F. As a reaction SMILES: [Al+3:2].[C:20](=[O:21])([O-:22])[OH:23].[F:7][c:8]1[c:9]([O:18][CH3:19])[n:10][cH:11][c:12]([C:13](=[O:14])[O:15][CH3:16])[cH:17]1.[H-:1].[H-:4].[H-:5].[H-:6].[Li+:3].[Na+:24].[O:25]1[CH2:26][CH2:27][CH2:28][CH2:29]1>>[F:7][c:8]1[c:9]([O:18][CH3:19])[n:10][cH:11][c:12]([CH2:13][OH:14])[cH:17]1. Reactants: C1(CCCCC1)=O (cyclohexanone), C[Si](Cl)(C)C (trimethylchlorosilane), Cl[Si](C)(C)C (ClSiMe3). Solvent: C1CCOC1 (THF). As a reaction SMILES: [C:1]1(=[O:7])[CH2:6][CH2:5][CH2:4][CH2:3][CH2:2]1.[CH3:8][Si:9]([CH3:12])([CH3:11])Cl>C1COCC1.C[N-]C1C=CC=CC=1.C1([Mn+])C=CC=CC=1>[CH3:8][Si:9]([CH3:12])([CH3:11])[O:7][C:1]1[CH2:6][CH2:5][CH2:4][CH2:3][CH:2]=1 |f:3.4|. Procedure details: - In another experiment, an enolate is prepared by the reaction of 100 mmol of phenylmanganese N-methyl-N-phenylamide: ##STR11## with 100 mmol of cyclohexanone in 200 ml of THF at 20° C. for 1 hour: ##STR12## 100 mmol of trimethylchlorosilane, ClSiMe3, are added to the resulting solution at 20° C. and the mixture is stirred for 30 minutes to produce the following reaction: ##STR13## 1-Trimethylsilyloxycyclohexene is obtained with a yield of 59%, compared with 77% for procedure A. Reaction conditions: time 30 minute. Isolated yield 59.0%. Product: enolate, C[Si](OC1=CCCCC1)(C)C (1-Trimethylsilyloxycyclohexene). The reagents and catalysts are C[N-]C1=CC=CC=C1.C1(=CC=CC=C1)[Mn+] (phenylmanganese N-methyl-N-phenylamide). Starting materials: B(F)(F)F.CCOCC (boron trifluoride etherate), I(=O)C1=CC=CC=C1 (Iodosylbenzene), C(C(C)C)C1=CC=C(C(=C)O[Si](C)(C)C)C=C1 (4-isobutyl-α-trimethylsilyloxystyrene). Solvent: C(C)O (ethanol). Conditions: temperature -70 celsius. The product is C(C(C)C)C1=CC=C(C=C1)C(COCC)=O (4'-isobutyl-2-ethoxyacetophenone). Yield: 95.7%. Reaction SMILES: I(C1C=CC=CC=1)=O.B(F)(F)F.[CH3:13][CH2:14][O:15]CC.[CH2:18]([C:22]1[CH:34]=[CH:33][C:25]([C:26]([O:28][Si](C)(C)C)=[CH2:27])=[CH:24][CH:23]=1)[CH:19]([CH3:21])[CH3:20]>C(O)C>[CH2:18]([C:22]1[CH:34]=[CH:33][C:25]([C:26](=[O:27])[CH2:28][O:15][CH2:14][CH3:13])=[CH:24][CH:23]=1)[CH:19]([CH3:21])[CH3:20] |f:1.2|. Procedure details: Iodosylbenzene (2.18 g) was dissolved in ethanol (45 ml), and boron trifluoride etherate (2.55 g) was added. The mixture was stirred at -70° C., and then 4-isobutyl-α-trimethylsilyloxystyrene (2.24 g) was added. The mixture was stirred at -70° C. for 30 minutes, and then the temperature was slowly raised to room temperature. The ethanol was evaporated and water was added. The mixture was neutralized with aqueous sodium bicarbonate. The mixture was extracted with dichloromethane, and the organic ... Starting materials: [H-].[H-].[H-].[H-].[Li+].[Al+3] (LiAlH4), 8-aza-8-ethyltetracyclo[4.3.3.12,5.01,6]tridec-3-ene, CI (methyl iodide), imide, C123C4C=CC(C1(C(NC2=O)=O)CCC3)C4 (8-aza-tetracyclo[4.3.3.12,5.01,6]tridec-3-ene-7,9-dione), N (ammonia), tetracyclic anhydride. Product: cyclic amine, C123C4C=CC(C1(CNC2)CCC3)C4 (8-aza-tetracyclo[4.3.3.12,5.01,6]tridec-3-ene). Reaction SMILES: CI.[C:3]123[CH2:16][CH2:15][CH2:14][C:8]1([C:9](=O)[NH:10][C:11]2=O)[CH:7]1[CH2:17][CH:4]3[CH:5]=[CH:6]1.N.[H-].[H-].[H-].[H-].[Li+].[Al+3]>>[C:8]123[CH2:14][CH2:15][CH2:16][C:3]1([CH2:11][NH:10][CH2:9]2)[CH:4]1[CH2:17][CH:7]3[CH:6]=[CH:5]1 |f:3.4.5.6.7.8|. Reported procedure: Template A is synthesized by quaternization of 8-aza-8-ethyltetracyclo[4.3.3.12,5.01,6]tridec-3-ene with methyl iodide. Templates C-E are all made using the methodology described above. The parent imide, 8-aza-tetracyclo[4.3.3.12,5.01,6]tridec-3-ene-7,9-dione, is synthesized by reacting the tetracyclic anhydride with ammonia, which upon LiAlH4-reduction yields the unsubstituted secondary cyclic amine, 8-aza-tetracyclo[4.3.3.12,5.01,6]tridec-3-ene. Quaternization of this amine with the appropriat... Starting materials: O=C(Nc1cccc(C(F)(F)F)c1)N1CCc2cc(Oc3cc(Cl)ncn3)ccc21, [N-]=[N+]=[N-], [Na+], CN(C)C=O, O. Product: [N-]=[N+]=Nc1cc(Oc2ccc3c(c2)CCN3C(=O)Nc2cccc(C(F)(F)F)c2)ncn1. Reaction SMILES: [F:1][C:2]([c:3]1[cH:4][c:5]([NH:9][C:10](=[O:11])[N:12]2[CH2:13][CH2:14][c:15]3[cH:16][c:17]([O:21][c:22]4[n:23][cH:24][n:25][c:26]([Cl:28])[cH:27]4)[cH:18][cH:19][c:20]32)[cH:6][cH:7][cH:8]1)([F:29])[F:30].[N-:31]=[N+:32]=[N-:33].[Na+:34].[O:36]=[CH:37][N:38]([CH3:39])[CH3:40].[OH2:35]>>[F:1][C:2]([c:3]1[cH:4][c:5]([NH:9][C:10](=[O:11])[N:12]2[CH2:13][CH2:14][c:15]3[cH:16][c:17]([O:21][c:22]4[n:23][cH:24][n:25][c:26]([N:31]=[N+:32]=[N-:33])[cH:27]4)[cH:18][cH:19][c:20]32)[cH:6][cH:7][cH:8]1)([F:29])[F:30].